This data is from the Open Reaction Database (ORD), a public repository of structured organic reaction records. The task is: describe an organic reaction: reactants, conditions, products, and yield Product: C(C1=CC=CC=C1)[C@@H](C(=O)O)[C@@H](C(=O)O)O ((2R,3S)-2-benzyl-3-hydroxysuccinic acid). RXN SMILES: [CH2:1]([C@@H:8]([C@@H:15]([OH:22])[C:16]([O:18]C(C)C)=[O:17])[C:9]([O:11]C(C)C)=[O:10])[C:2]1[CH:7]=[CH:6][CH:5]=[CH:4][CH:3]=1.[OH-].[K+]>C1COCC1.O>[CH2:1]([C@H:8]([C@H:15]([OH:22])[C:16]([OH:18])=[O:17])[C:9]([OH:11])=[O:10])[C:2]1[CH:3]=[CH:4][CH:5]=[CH:6][CH:7]=1 |f:1.2|. The reactants are C(C1=CC=CC=C1)[C@H](C(=O)OC(C)C)[C@H](C(=O)OC(C)C)O (Diisopropyl (2S,3R)-2-benzyl-3-hydroxysuccinate), [OH-].[K+] (KOH). Procedure details: Diisopropyl (2S,3R)-2-benzyl-3-hydroxysuccinate (9.76 g; 31.65 mmol; 1.00 eq.) was taken in THF (150 mL), cooled to 0° C. and was treated with KOH (10.65 g; 189.90 mmol; 6.00 eq.) in water (50 mL). The resulting mixture was stirred at RT for 48 h. THF was removed and the residue was taken in water. The aqueous layer was washed with ether (100 mL) and was chilled to 0° C. and cautiously acidified with an aqueous solution of HCl (1 N) until pH 3.8. The solid that separated was collected by filtrat... Reaction conditions: temperature 0 celsius, time 48 hour. The yield is 29.3%. Run in O (water), C1CCOC1 (THF). Starting materials: [Al+3], O=C(Nc1cn(C(c2ccccc2)(c2ccccc2)c2ccccc2)cn1)c1ccccc1, [H-], [H-], [H-], [H-], [Li+], C1CCOC1, O. The product is c1ccc(CNc2cn(C(c3ccccc3)(c3ccccc3)c3ccccc3)cn2)cc1. As a reaction SMILES: [Al+3:35].[C:1]([c:2]1[cH:3][cH:4][cH:5][cH:6][cH:7]1)([c:8]1[cH:9][cH:10][cH:11][cH:12][cH:13]1)([c:14]1[cH:15][cH:16][cH:17][cH:18][cH:19]1)[n:20]1[cH:21][n:22][c:23]([NH:25][C:26]([c:27]2[cH:28][cH:29][cH:30][cH:31][cH:32]2)=[O:33])[cH:24]1.[H-:34].[H-:37].[H-:38].[H-:39].[Li+:36].[O:41]1[CH2:42][CH2:43][CH2:44][CH2:45]1.[OH2:40]>>[C:1]([c:2]1[cH:3][cH:4][cH:5][cH:6][cH:7]1)([c:8]1[cH:9][cH:10][cH:11][cH:12][cH:13]1)([c:14]1[cH:15][cH:16][cH:17][cH:18][cH:19]1)[n:20]1[cH:21][n:22][c:23]([NH:25][CH2:26][c:27]2[cH:28][cH:29][cH:30][cH:31][cH:32]2)[cH:24]1. Procedure: A mixture of 400 mg of ethyl 6-(2-ethylaminopyrimidin-4-yl)-3-oxo-2,3-dihydro-pyridazine-4-carboxylate, 2 ml of THF, 2 ml of water, 2 ml of methanol and 100 mg of lithium hydroxide is stirred at room temperature for 1 hour, and the volatile constituents are removed in vacuo. A pH of 4 is adjusted by dropwise addition of 2N hydrochloric acid, and the precipitate which has formed is filtered off with suction, stirred with 10 ml of isopropanol and filtered off with suction and dried. Yields the product C(C)NC1=NC=CC(=N1)C=1C=C(C(NN1)=O)C(=O)O (6-(2-Ethylaminopyrimidin-4-yl)-3-oxo-2,3-dihydropyridazine-4-carboxylic acid). As a reaction SMILES: [CH2:1]([NH:3][C:4]1[N:9]=[C:8]([C:10]2[CH:11]=[C:12]([C:17]([O:19]CC)=[O:18])[C:13](=[O:16])[NH:14][N:15]=2)[CH:7]=[CH:6][N:5]=1)[CH3:2].C1COCC1.O.[OH-].[Li+]>CO>[CH2:1]([NH:3][C:4]1[N:9]=[C:8]([C:10]2[CH:11]=[C:12]([C:17]([OH:19])=[O:18])[C:13](=[O:16])[NH:14][N:15]=2)[CH:7]=[CH:6][N:5]=1)[CH3:2] |f:3.4|. Run in CO (methanol). Reaction conditions: time 1 hour. Reactants: C(C)NC1=NC=CC(=N1)C=1C=C(C(NN1)=O)C(=O)OCC (ethyl 6-(2-ethylaminopyrimidin-4-yl)-3-oxo-2,3-dihydro-pyridazine-4-carboxylate), C1CCOC1 (THF), O (water), [OH-].[Li+] (lithium hydroxide). Reactants: OC1=NC2=CC(=CC=C2C(=N1)O)C(=O)OC (methyl 2,4-dihydroxyquinazoline-7-carboxylate), C(=O)(O)[O-].[Na+] (NaHCO3), O=P(Cl)(Cl)Cl (POCl3), P(Cl)(Cl)(Cl)(Cl)Cl (PCl5), C(Cl)Cl (DCM), C(Cl)Cl (DCM), C(Cl)Cl (DCM). The solvent is O (water). Run at time 1 hour. Yields the product ClC1=NC2=CC(=CC=C2C(=N1)Cl)C(=O)OC (methyl 2,4-dichloroquinazoline-7-carboxylate). As a reaction SMILES: O[C:2]1[N:11]=C(O)[C:9]2[C:4](=[CH:5][C:6]([C:13]([O:15][CH3:16])=[O:14])=[CH:7][CH:8]=2)[N:3]=1.O=P(Cl)(Cl)Cl.P(Cl)(Cl)(Cl)(Cl)[Cl:23].C([O-])(O)=O.[Na+].[CH2:33]([Cl:35])Cl>O>[Cl:23][C:2]1[N:11]=[C:33]([Cl:35])[C:9]2[C:4](=[CH:5][C:6]([C:13]([O:15][CH3:16])=[O:14])=[CH:7][CH:8]=2)[N:3]=1 |f:3.4|. Procedure details: To a 250 mL flask charged with methyl 2,4-dihydroxyquinazoline-7-carboxylate was added POCl3 (76 mL), PCl5 (12.1 g, 58.1 mmol), and the suspension heated at reflux overnight under nitrogen. In morning a dark orange solution has formed. The POCl3 was removed and the residue azeotroped with toluene to yield an orange solid that was taken into DCM (50 mL) and added slowly to stirred satd NaHCO3 (300 mL). The bi-phasic solution was then diluted with DCM (100 mL) and water (30 mL) and stirred for 1 h...